This data is from the Open Reaction Database (ORD), a public repository of structured organic reaction records. The task is: describe an organic reaction: reactants, conditions, products, and yield Reactants: O=C(NCC12CC3CC(CC(C3)C1)C2)c1cc(OCC2CO2)ncc1Br, C1COCCO1, CN. The product is CNCC(O)COc1cc(C(=O)NCC23CC4CC(CC(C4)C2)C3)c(Br)cn1. RXN SMILES: [C:1]12([CH2:11][NH:12][C:13]([c:14]3[cH:15][c:16]([O:21][CH2:22][CH:23]4[O:24][CH2:25]4)[n:17][cH:18][c:19]3[Br:20])=[O:26])[CH2:2][CH:3]3[CH2:4][CH:5]([CH2:6][CH:7]([CH2:8]1)[CH2:9]3)[CH2:10]2.[CH2:29]1[O:30][CH2:31][CH2:32][O:33][CH2:34]1.[CH3:27][NH2:28]>>[C:1]12([CH2:11][NH:12][C:13]([c:14]3[cH:15][c:16]([O:21][CH2:22][CH:23]([OH:24])[CH2:25][NH:28][CH3:27])[n:17][cH:18][c:19]3[Br:20])=[O:26])[CH2:2][CH:3]3[CH2:4][CH:5]([CH2:6][CH:7]([CH2:8]1)[CH2:9]3)[CH2:10]2. The reactants are C(C)(C)[N-]C(C)C.[Li+] (Lithium diisopropylamide), CN1C(N(C=2C(C1=O)=CN(N2)CC2=CC=CC1=CC=CC=C21)CC(C)C)=O (5-methyl-7-(2-methylpropyl)-2-(1-naphthalenylmethyl)-2H-pyrazolo[3,4-d]pyrimidine-4,6(5H,7H)dione), CC1=CC=C(C=C1)S(=S)(=O)OCCCO[Si](C(C)(C)C)(C)C (3-{[dimethyl(1,1-dimethylethyl)silyl]oxy }propyl 4-methylphenylthiosulfonate), O1CCCC1 (tetrahydrofuran). Reaction conditions: temperature -78 celsius. The product is OCCCSC=1N(N=C2N(C(N(C(C21)=O)C)=O)CC(C)C)CC2=CC=CC1=CC=CC=C21 (3-[(3-Hydroxypropyl)thio]-5-methyl-7-(2-methylpropyl)-2-(1-naphthalenylmethyl)-2H-pyrazolo[3,4-d]pyrimidine-4,6(5H,7H)-dione). As a reaction SMILES: C([N-]C(C)C)(C)C.[Li+].[CH3:9][N:10]1[C:15](=[O:16])[C:14]2=[CH:17][N:18]([CH2:20][C:21]3[C:30]4[C:25](=[CH:26][CH:27]=[CH:28][CH:29]=4)[CH:24]=[CH:23][CH:22]=3)[N:19]=[C:13]2[N:12]([CH2:31][CH:32]([CH3:34])[CH3:33])[C:11]1=[O:35].CC1C=CC([S:43](OCCCO[Si](C)(C)C(C)(C)C)(=O)=S)=CC=1.[O:58]1C[CH2:61][CH2:60][CH2:59]1>>[OH:58][CH2:59][CH2:60][CH2:61][S:43][C:17]1[N:18]([CH2:20][C:21]2[C:30]3[C:25](=[CH:26][CH:27]=[CH:28][CH:29]=3)[CH:24]=[CH:23][CH:22]=2)[N:19]=[C:13]2[C:14]=1[C:15](=[O:16])[N:10]([CH3:9])[C:11](=[O:35])[N:12]2[CH2:31][CH:32]([CH3:33])[CH3:34] |f:0.1|. Reported procedure: Lithium diisopropylamide (3.3 mmol) was added to a solution of 5-methyl-7-(2-methylpropyl)-2-(1-naphthalenylmethyl)-2H-pyrazolo[3,4-d]pyrimidine-4,6(5H,7H)dione (600 mg) and 3-{[dimethyl(1,1-dimethylethyl)silyl]oxy }propyl 4-methylphenylthiosulfonate (J. Med. Chem. 1995, 38, 2557) (720 mg) in tetrahydrofuran (20 ml) cooled to -78° C. After 2 hours the reaction mixture was warmed to ambient temperature and after a further hour quenched with water. The reaction mixture was diluted with ethyl aceta... The reactants are C26H19N, C1=CC=CC=2C3=CC=CC=C3NC12 (carbazole), C1=CC=CC=C1 (PhH). Yields the product C1(=CC=CC=C1)/C(=C\C1=CC=CC=C1)/N1C2=CC=CC=C2C=2C=CC=CC12 ((E)-9-(1,2-diphenylethenyl)carbazole). Reaction SMILES: [CH:1]1[C:13]2[NH:12][C:11]3[C:6](=[CH:7][CH:8]=[CH:9][CH:10]=3)[C:5]=2[CH:4]=[CH:3][CH:2]=1.[CH:14]1[CH:19]=[CH:18][CH:17]=[CH:16][CH:15]=1>>[C:14]1(/[C:7](/[N:12]2[C:11]3[CH:10]=[CH:9][CH:8]=[CH:7][C:6]=3[C:5]3[C:13]2=[CH:1][CH:2]=[CH:3][CH:4]=3)=[CH:6]\[C:5]2[CH:13]=[CH:1][CH:2]=[CH:3][CH:4]=2)[CH:19]=[CH:18][CH:17]=[CH:16][CH:15]=1. Procedure details: N-Phenylbenzaldimine (1.35 g, 0.0075 mol) and 9-benzylcarbazole (1.29 g, 0.0077 mol) were heated at 75° C. for 30 min in dimethylformamide (dry), 50 mL, and potassium tert-butoxide (0.10 g, 0.00089 mol). Based on reversed-phase HPLC results, the reaction was complete after 3 min. Aqueous work-up as above and recrystallization of the precipitate from methanol gave needles mp 160-2° C. (81%). 1H NMR (200 MHz, CDCl3) δ (assignment): 6.85-7.09 (m, 2 H, aromatic). MS [m/e (70 eV, % of base peak)] C26... Reactants: CC(=O)O[BH-](OC(C)=O)OC(C)=O, ClCCl, CN1CCNCC1, CC(=O)O, CN(C)C=O, COc1cc(Nc2c(C#N)cnc3cc(-c4ccc(C=O)s4)ccc23)c(Cl)cc1Cl, [Na+]. Product: COc1cc(Nc2c(C#N)cnc3cc(-c4ccc(CN5CCN(C)CC5)s4)ccc23)c(Cl)cc1Cl. As a reaction SMILES: [C:38]([O:39][BH-:40]([O:41][C:42](=[O:43])[CH3:44])[O:45][C:46](=[O:47])[CH3:48])(=[O:49])[CH3:50].[CH2:56]([Cl:57])[Cl:58].[CH3:1][N:2]1[CH2:3][CH2:4][NH:5][CH2:6][CH2:7]1.[CH3:52][C:53](=[O:54])[OH:55].[CH3:59][N:60]([CH3:61])[CH:62]=[O:63].[Cl:8][c:9]1[c:10]([NH:11][c:12]2[c:13]([C:29]#[N:30])[cH:14][n:15][c:16]3[cH:17][c:18](-[c:22]4[s:23][c:24]([CH:27]=[O:28])[cH:25][cH:26]4)[cH:19][cH:20][c:21]23)[cH:31][c:32]([O:36][CH3:37])[c:33]([Cl:35])[cH:34]1.[Na+:51]>>[CH3:1][N:2]1[CH2:3][CH2:4][N:5]([CH2:27][c:24]2[s:23][c:22](-[c:18]3[cH:17][c:16]4[n:15][cH:14][c:13]([C:29]#[N:30])[c:12]([NH:11][c:10]5[c:9]([Cl:8])[cH:34][c:33]([Cl:35])[c:32]([O:36][CH3:37])[cH:31]5)[c:21]4[cH:20][cH:19]3)[cH:26][cH:25]2)[CH2:6][CH2:7]1. The reactants are ClC=1C=CC=2N(N1)C(=NN2)C(C=2C=C1C=C(C=NC1=CC2)OCCOC)(F)F (6-((6-chloro-[1,2,4]triazolo[4,3-b]pyridazin-3-yl)difluoromethyl)-3-(2-methoxyethoxy)quinoline), FC=1C=C(C=C(C1)F)B(O)O (3,5-difluorophenylboronic acid), FC=1C=C(C=C(C1)F)C=1C=C(C=2N(C1)C(=NN2)C(C=2C=C1C=C(C=NC1=CC2)OC)(F)F)F (6-((6-(3,5-difluorophenyl)-8-fluoro-[1,2,4]triazolo[4,3-a]pyridin-3-yl)difluoromethyl)-3-methoxyquinoline). Yields the product FC=1C=C(C=C(C1)F)C=1C=CC=2N(N1)C(=NN2)C(C=2C=C1C=C(C=NC1=CC2)OCCOC)(F)F (6-((6-(3,5-difluorophenyl)-[1,2,4]triazolo[4,3-b]pyridazin-3-yl)difluoromethyl)-3-(2-methoxyethoxy)quinoline). Reaction SMILES: Cl[C:2]1[CH:3]=[CH:4][C:5]2[N:6]([C:8]([C:11]([F:28])([F:27])[C:12]3[CH:13]=[C:14]4[C:19](=[CH:20][CH:21]=3)[N:18]=[CH:17][C:16]([O:22][CH2:23][CH2:24][O:25][CH3:26])=[CH:15]4)=[N:9][N:10]=2)[N:7]=1.[F:29][C:30]1[CH:31]=[C:32](B(O)O)[CH:33]=[C:34]([F:36])[CH:35]=1.FC1C=C(C2C=C(F)C3N(C(C(F)(F)C4C=C5C(=CC=4)N=CC(OC)=C5)=NN=3)C=2)C=C(F)C=1>>[F:29][C:30]1[CH:31]=[C:32]([C:2]2[CH:3]=[CH:4][C:5]3[N:6]([C:8]([C:11]([F:28])([F:27])[C:12]4[CH:13]=[C:14]5[C:19](=[CH:20][CH:21]=4)[N:18]=[CH:17][C:16]([O:22][CH2:23][CH2:24][O:25][CH3:26])=[CH:15]5)=[N:9][N:10]=3)[N:7]=2)[CH:33]=[C:34]([F:36])[CH:35]=1. Reported procedure: The title compound was synthesized from 6-((6-chloro-[1,2,4]triazolo[4,3-b]pyridazin-3-yl)difluoromethyl)-3-(2-methoxyethoxy)quinoline and 3,5-difluorophenylboronic acid in a similar manner as that described for 6-((6-(3,5-difluorophenyl)-8-fluoro-[1,2,4]triazolo[4,3-a]pyridin-3-yl)difluoromethyl)-3-methoxyquinoline. LRMS (ESI) m/z calcd for C24H18F4N5O2 (M+H) 484.1. found 484.2. Starting materials: BrC=1C=CC2=C(C=C(O2)F)C1 (5-Bromo-2-fluoro-1-benzofuran), O1CCCC1 (tetrahydrofuran), Cl (hydrochloric acid), [Mg] (magnesium), II (iodine), O1CCCC1 (tetrahydrofuran). Run in CN(C=O)C (dimethylformamide), [Cl-].[Na+].O (brine). Yields the product FC=1OC2=C(C1)C=C(C=C2)C=O (2-Fluoro-5-formyl-1-benzofuran). As a reaction SMILES: [Mg].II.Br[C:5]1[CH:6]=[CH:7][C:8]2[O:12][C:11]([F:13])=[CH:10][C:9]=2[CH:14]=1.Cl.[O:16]1CCC[CH2:17]1>[Cl-].[Na+].O.CN(C)C=O>[F:13][C:11]1[O:12][C:8]2[CH:7]=[CH:6][C:5]([CH:17]=[O:16])=[CH:14][C:9]=2[CH:10]=1 |f:5.6.7|. Procedure details: A slurry of magnesium powder (219 mg) and iodine (cat) in dry tetrahydrofuran (3 ml) was heated at 50° C. under nitrogen for 20 minutes. 5-Bromo-2-fluoro-1-benzofuran (1.4 g) was dissolved in dry tetrahydrofuran (6 ml). A 1 ml portion of the solution was added to the slurry at 50° C. without stirring. After 30 minutes the rest of the solution was added slowly and the reaction was heated at reflux for 3 hours. The reaction was cooled in an ice/water bath and dimethylformamide (1 ml) was added dro... Starting materials: C(C1=CC=CC=C1)OC1=NC(=CC(=C1CN1C(C2=C(C(=NC=C2CC1)OC(C)C)Cl)=O)C)C (2-{[2-(benzyloxy)-4,6-dimethylpyridin-3-yl]methyl}-8-chloro-7-(propan-2-yloxy)-3,4-dihydro-2,6-naphthyridin-1(2H)-one). Run in C(=O)(C(F)(F)F)O (TFA). Yields the product ClC=1C(=NC=C2CCN(C(C12)=O)CC=1C(NC(=CC1C)C)=O)OC(C)C (8-chloro-2-[(4,6-dimethyl-2-oxo-1,2-dihydropyridin-3-yl)methyl]-7-(propan-2-yloxy)-3,4-dihydro-2,6-naphthyridin-1(2H)-one). Isolated yield 42.6%. RXN SMILES: C([O:8][C:9]1[C:14]([CH2:15][N:16]2[CH2:25][CH2:24][C:23]3[C:18](=[C:19]([Cl:30])[C:20]([O:26][CH:27]([CH3:29])[CH3:28])=[N:21][CH:22]=3)[C:17]2=[O:31])=[C:13]([CH3:32])[CH:12]=[C:11]([CH3:33])[N:10]=1)C1C=CC=CC=1>C(O)(C(F)(F)F)=O>[Cl:30][C:19]1[C:20]([O:26][CH:27]([CH3:29])[CH3:28])=[N:21][CH:22]=[C:23]2[C:18]=1[C:17](=[O:31])[N:16]([CH2:15][C:14]1[C:9](=[O:8])[NH:10][C:11]([CH3:33])=[CH:12][C:13]=1[CH3:32])[CH2:25][CH2:24]2. Procedure: A solution of 2-{[2-(benzyloxy)-4,6-dimethylpyridin-3-yl]methyl}-8-chloro-7-(propan-2-yloxy)-3,4-dihydro-2,6-naphthyridin-1(2H)-one (112f, 22 mg, 0.05 mmol) in TFA (2 mL) was stirred at room temperature for 24 hours. Volatiles were removed under vacuum and the residue was diluted in MeOH (1 mL). The solution was neutralized by 7N NH3 in MeOH (1.5 mL) and the product was purified by prep TLC (100% EtOAc) to afford the title compound as a white solid (Example 112, 8 mg, 50%). 1H NMR (400 MHz, DMSO... Starting materials: N1CCNCC1 (piperazine), C(C=CC1=CC=CC=C1)Cl (cinnamyl chloride). The solvent is C(C)(C)O (isopropanol). Reaction conditions: temperature 70 celsius. The product is C(C=CC1=CC=CC=C1)N1CCNCC1 (N-cinnamyl piperazine). Yield: 56.0%. RXN SMILES: [NH:1]1[CH2:6][CH2:5][NH:4][CH2:3][CH2:2]1.[CH2:7](Cl)[CH:8]=[CH:9][C:10]1[CH:15]=[CH:14][CH:13]=[CH:12][CH:11]=1>C(O)(C)C>[CH2:7]([N:1]1[CH2:6][CH2:5][NH:4][CH2:3][CH2:2]1)[CH:8]=[CH:9][C:10]1[CH:15]=[CH:14][CH:13]=[CH:12][CH:11]=1. Reported procedure: Absolute piperazine (217 g, 2.5 moles) was dissolved in 1 liter of isopropanol and 72.6 g of cinnamyl chloride (0.5 moles) were added dropwise gradually at room temperature without mixing. After the completion of dropwise addition, it was heated at 70° C for 3 hrs. with mixing. After the solvent was distilled away, the reaction mixture was dissolved in 500 ml of chloroform and then washed with sodium hydroxide and water. Subsequently, it was dried over potassium carbonate and then was filtered. ...